The task is: describe an organic reaction: reactants, conditions, products, and yield. This data is from the Open Reaction Database (ORD), a public repository of structured organic reaction records. The reactants are ClC=1C=CC2=C(C(=NC(C=3N2C=CC(N3)=O)O)C3=C(C=CC=C3)Cl)C1 (9-chloro-5-hydroxy-7-(o-chlorophenyl)pyrimido[1,2-a][1,4]benzodiazepin-3(5H)-one), C(CC)(=O)OC(CC)=O (propionic anhydride), ice water. Solvent: N1=CC=CC=C1 (pyridine). Conditions: time 6 hour. Yields the product C(CC)(=O)O.ClC=1C=CC2=C(C(=NC(C=3N2C=CC(N3)=O)O)C3=C(C=CC=C3)Cl)C1 (9-chloro-5-hydroxy-7-(o-chlorophenyl)pyrimido[1,2-a][1,4]benzodiazepin-3(5H)-one propionate). Reaction SMILES: [Cl:1][C:2]1[CH:3]=[CH:4][C:5]2[N:11]3[CH:12]=[CH:13][C:14](=[O:16])[N:15]=[C:10]3[CH:9]([OH:17])[N:8]=[C:7]([C:18]3[CH:23]=[CH:22][CH:21]=[CH:20][C:19]=3[Cl:24])[C:6]=2[CH:25]=1.[C:26]([O:30]C(=O)CC)(=[O:29])[CH2:27][CH3:28]>N1C=CC=CC=1>[C:26]([OH:30])(=[O:29])[CH2:27][CH3:28].[Cl:1][C:2]1[CH:3]=[CH:4][C:5]2[N:11]3[CH:12]=[CH:13][C:14](=[O:16])[N:15]=[C:10]3[CH:9]([OH:17])[N:8]=[C:7]([C:18]3[CH:23]=[CH:22][CH:21]=[CH:20][C:19]=3[Cl:24])[C:6]=2[CH:25]=1 |f:3.4|. Reported procedure: To a solution of 9-chloro-5-hydroxy-7-(o-chlorophenyl)pyrimido[1,2-a][1,4]benzodiazepin-3(5H)-one in pyridine was added propionic anhydride. The mixture was allowed to stand at room temperature for 6 hours and was then poured into ice water. The solids thus produced were recovered by filtration and recrystallized from methanol to give 9-chloro-5-hydroxy-7-(o-chlorophenyl)pyrimido[1,2-a][1,4]benzodiazepin-3(5H)-one propionate. Starting materials: C(C)OC(=O)C1(N(CCC1)C=1C=NC(=CC1)OC1=CC=C(C=C1)C=1OC=C(N1)C1=CC=C(C=C1)F)C(=O)OCC (1-(6-{4-[4-(4-Fluoro-phenyl)-oxazol-2-yl]-phenoxy}-pyridin-3-yl)-pyrrolidine-2,2-dicarboxylic acid diethyl ester), NC(=O)N (urea), [H-].[Na+] (Sodium hydride). Solvent: CS(=O)C (dimethylsulfoxide). Run at time 1 hour. Yields the product FC1=CC=C(C=C1)C=1N=C(OC1)C1=CC=C(OC2=CC=C(C=N2)N2CCCC23C(NC(NC3=O)=O)=O)C=C1 (1-(6-{4-[4-(4Fluoro-phenyl)-oxazol-2-yl]-phenoxy}-pyridin-3-yl)-1,7,9-triaza-spiro[4.5]decane-6,8,10-trione). The yield is 73.1%. Reaction SMILES: C([O:3][C:4]([C:6]1([C:36](OCC)=[O:37])[CH2:10][CH2:9][CH2:8][N:7]1[C:11]1[CH:12]=[N:13][C:14]([O:17][C:18]2[CH:23]=[CH:22][C:21]([C:24]3[O:25][CH:26]=[C:27]([C:29]4[CH:34]=[CH:33][C:32]([F:35])=[CH:31][CH:30]=4)[N:28]=3)=[CH:20][CH:19]=2)=[CH:15][CH:16]=1)=O)C.[NH2:41][C:42]([NH2:44])=[O:43].[H-].[Na+]>CS(C)=O>[F:35][C:32]1[CH:31]=[CH:30][C:29]([C:27]2[N:28]=[C:24]([C:21]3[CH:20]=[CH:19][C:18]([O:17][C:14]4[N:13]=[CH:12][C:11]([N:7]5[C:6]6([C:4](=[O:3])[NH:44][C:42](=[O:43])[NH:41][C:36]6=[O:37])[CH2:10][CH2:9][CH2:8]5)=[CH:16][CH:15]=4)=[CH:23][CH:22]=3)[O:25][CH:26]=2)=[CH:34][CH:33]=1 |f:2.3|. Procedure: 1-(6-{4-[4-(4-Fluoro-phenyl)-oxazol-2-yl]-phenoxy}-pyridin-3-yl)-pyrrolidine-2,2-dicarboxylic acid diethyl ester (5.0 grams, 9.16 mmol) and recrystallized urea (2.75 grams, 45.82 mmol) were dissolved in anhydrous dimethylsulfoxide (110 mL), and the solution was placed in a cold water bath. Sodium hydride (770 mg of a 60% dispersion in mineral oil, 19.23 mmol) was added in two portions. The cold water bath was removed after an addition of the second portion, and the resulting solution was stirred... Reactants: ClC1=C(C(=O)NC=2C=CC3=C(B(OC3(C)C)O)C2)C=CC(=C1)C=C (2-chloro-N-(1-hydroxy-3,3-dimethyl-1,3-dihydro-benzo[c][1,2]oxaborol-6-yl)-4-vinyl-benzamide), C(C=C)[Sn](CCCC)(CCCC)CCCC (allyltributyltin). Yields the product C(C=C)C1=CC(=C(C(=O)NC=2C=CC3=C(B(OC3(C)C)O)C2)C=C1)Cl (4-Allyl-2-chloro-N-(1-hydroxy-3,3-dimethyl-1,3-dihydro-benzo[c][1,2]oxaborol-6-yl)-benzamide). Reaction SMILES: [Cl:1][C:2]1[CH:22]=[C:21]([CH:23]=[CH2:24])[CH:20]=[CH:19][C:3]=1[C:4]([NH:6][C:7]1[CH:8]=[CH:9][C:10]2[C:14]([CH3:16])([CH3:15])[O:13][B:12]([OH:17])[C:11]=2[CH:18]=1)=[O:5].[CH2:25]([Sn](CCCC)(CCCC)CCCC)C=C>>[CH2:23]([C:21]1[CH:20]=[CH:19][C:3]([C:4]([NH:6][C:7]2[CH:8]=[CH:9][C:10]3[C:14]([CH3:16])([CH3:15])[O:13][B:12]([OH:17])[C:11]=3[CH:18]=2)=[O:5])=[C:2]([Cl:1])[CH:22]=1)[CH:24]=[CH2:25]. Procedure: The title compound was prepared using a procedure similar to that of 2-chloro-N-(1-hydroxy-3,3-dimethyl-1,3-dihydro-benzo[c][1,2]oxaborol-6-yl)-4-vinyl-benzamide with allyltributyltin replacing tributyl(vinyl)tin. Data: LCMS (M/Z): 356 (M+H); 1H NMR (DMSO-d6) δ: 1.44 (s, 6 H) 3.44 (d, J=6.8 Hz, 2 H) 5.04-5.22 (m, 2 H) 5.87-6.06 (m, 1 H) 7.28 (d, J=9.0 Hz, 1 H) 7.35-7.41 (m, 2 H) 7.50 (s, 1 H) 7.68 (dd, J=8.3, 2.0 Hz, 1 H) 8.05 (d, J=1.8 Hz, 1 H) 9.09 (br. s., 1 H) 10.45 (s, 1 H). Starting materials: FC(C1=CC=C(C=C1)C=1OCCN1)(F)F (2-(4-(trifluoromethyl)phenyl)-4,5-dihydrooxazole), C1CC(=O)N(C1=O)Br (NBS), CC(C)(C#N)N=NC(C)(C)C#N (AIBN). Solvent: C(Cl)(Cl)(Cl)Cl (CCl4). Yields the product BrC1=CN=C(O1)C1=CC=C(C=C1)C(F)(F)F (5-bromo-2-(4-(trifluoromethyl)phenyl)oxazole). Isolated yield 49.8%. As a reaction SMILES: [F:1][C:2]([F:15])([F:14])[C:3]1[CH:8]=[CH:7][C:6]([C:9]2[O:10][CH2:11][CH2:12][N:13]=2)=[CH:5][CH:4]=1.C1C(=O)N([Br:23])C(=O)C1.CC(N=NC(C#N)(C)C)(C#N)C>C(Cl)(Cl)(Cl)Cl>[Br:23][C:11]1[O:10][C:9]([C:6]2[CH:5]=[CH:4][C:3]([C:2]([F:1])([F:14])[F:15])=[CH:8][CH:7]=2)=[N:13][CH:12]=1. Procedure details: The above solution of 2-(4-(trifluoromethyl)phenyl)-4,5-dihydrooxazole (4.8 g, 22 mmol), NBS (11.9 g, 66.9 mmol), and AIBN (0.18 g, 1.12 mmol) in CCl4 (200 mL) was refluxed for 16 h. The resulting solution was filtered and the filtrate was washed with aqueous 10% Na2S2O3 (3×150 mL), brine (100 mL), dried (Na2SO4), and concentrated. The resulting residue was recrystallized from hexanes (350 mL) to provide 3.2 g of 5-bromo-2-(4-(trifluoromethyl)phenyl)oxazole as a crystalline solid. The filtrate a...